From a dataset of the Open Reaction Database (ORD), a public repository of structured organic reaction records. describe an organic reaction: reactants, conditions, products, and yield Reactants: N1CCCCC1 (piperidine), C(C#C)Br (propargyl bromide). The solvent is C(C)OCC (diethyl ether), C(C)OCC (diethyl ether). Run at time 8 hour. Product: C(C#C)N1CCCCC1 (1-Prop-2-ynylpiperidine). Reaction SMILES: [NH:1]1[CH2:6][CH2:5][CH2:4][CH2:3][CH2:2]1.[CH2:7](Br)[C:8]#[CH:9]>C(OCC)C>[CH2:9]([N:1]1[CH2:6][CH2:5][CH2:4][CH2:3][CH2:2]1)[C:8]#[CH:7]. Procedure details: To a solution of piperidine (8.5 ml) in diethyl ether (100 ml) was added propargyl bromide (3 ml) on an ice bath, the solution was stirred overnight at room temperature, then diethyl ether was added thereto followed by filtering, and the solvent was evaporated in vacuo to provide the title compound (6.0 g).